Task: describe an organic reaction: reactants, conditions, products, and yield. Dataset: the Open Reaction Database (ORD), a public repository of structured organic reaction records The reactants are C(C)(=O)[O-].[Na+] (Sodium acetate), Cl.NCC(=O)C1=CC=C(C=C1)OCC1=CC=CC=C1 (2-amino-4′-benzyloxyacetophenone HCl), C(CCCCCCCCCCCCCCC)(=O)Cl (Palmitoyl chloride), product, C(Cl)Cl (methylene chloride). The solvent is O1CCCC1 (tetrahydrofuran), O1CCCC1 (tetrahydrofuran). Reaction conditions: time 8 hour. Yields the product C(CCCCCCCCCCCCCCC)(=O)NCC(=O)C1=CC=C(C=C1)OCC1=CC=CC=C1 (2-Palmitoylamino-4′-benyloxyacetophenone). RXN SMILES: C([O-])(=O)C.[Na+].Cl.[NH2:7][CH2:8][C:9]([C:11]1[CH:16]=[CH:15][C:14]([O:17][CH2:18][C:19]2[CH:24]=[CH:23][CH:22]=[CH:21][CH:20]=2)=[CH:13][CH:12]=1)=[O:10].[C:25](Cl)(=[O:41])[CH2:26][CH2:27][CH2:28][CH2:29][CH2:30][CH2:31][CH2:32][CH2:33][CH2:34][CH2:35][CH2:36][CH2:37][CH2:38][CH2:39][CH3:40].C(Cl)Cl>O1CCCC1>[C:25]([NH:7][CH2:8][C:9]([C:11]1[CH:16]=[CH:15][C:14]([O:17][CH2:18][C:19]2[CH:24]=[CH:23][CH:22]=[CH:21][CH:20]=2)=[CH:13][CH:12]=1)=[O:10])(=[O:41])[CH2:26][CH2:27][CH2:28][CH2:29][CH2:30][CH2:31][CH2:32][CH2:33][CH2:34][CH2:35][CH2:36][CH2:37][CH2:38][CH2:39][CH3:40] |f:0.1,2.3|. Procedure: Sodium acetate (50% in water, 29 ml) was added in three portions to a stirred solution of 2-amino-4′-benzyloxyacetophenone HCl (4.6 g, 17 mmol) and tetrahydrofuran (200 ml). Palmitoyl chloride (19 mmol) in tetrahydrofuran (25 ml) was added dropwise over 20 min yielding a dark brown solution. The mixture was stirred overnight at room temperature. The aqueous fraction was removed by use of a separatory funnel and chloroform/methanol (2/1, 150 ml) was added to the organic layer which was then washe... Starting materials: [N-]=C=O (isocyanate), CCCC[N+](CCCC)(CCCC)CCCC.[F-] (TBAF), C(C1=CC=CC=C1)OC=1C=C(C=CC1N1S(N(C(C1)=O)CC[Si](C)(C)C)(=O)=O)CC(CC#N)(C)C (4-{3-benzyloxy-4-[1,1,4-trioxo-5-(2-trimethylsilanylethyl)-1,2,5-thiadiazolidin-2-yl]-phenyl}-3,3-dimethylbutyronitrile), CCCC[N+](CCCC)(CCCC)CCCC.[F-] (TBAF). Solvent: Cl (HCl), C1CCOC1 (THF), C1CCOC1 (THF). Reaction conditions: time 2 hour. Yields the product C(C1=CC=CC=C1)OC=1C=C(C=CC1N1S(NC(C1)=O)(=O)=O)CC(CC#N)(C)C (4-[3-Benzyloxy-4-(1,1,4-trioxo-1,2,5-thiadiazolidin-2-yl)-phenyl]-3,3-dimethylbutyronitrile). As a reaction SMILES: [N-]=C=O.CCCC[N+](CCCC)(CCCC)CCCC.[F-].[CH2:22]([O:29][C:30]1[CH:31]=[C:32]([CH2:50][C:51]([CH3:56])([CH3:55])[CH2:52][C:53]#[N:54])[CH:33]=[CH:34][C:35]=1[N:36]1[CH2:40][C:39](=[O:41])[N:38](CC[Si](C)(C)C)[S:37]1(=[O:49])=[O:48])[C:23]1[CH:28]=[CH:27][CH:26]=[CH:25][CH:24]=1>C1COCC1.Cl>[CH2:22]([O:29][C:30]1[CH:31]=[C:32]([CH2:50][C:51]([CH3:56])([CH3:55])[CH2:52][C:53]#[N:54])[CH:33]=[CH:34][C:35]=1[N:36]1[CH2:40][C:39](=[O:41])[NH:38][S:37]1(=[O:49])=[O:48])[C:23]1[CH:24]=[CH:25][CH:26]=[CH:27][CH:28]=1 |f:1.2|. Reported procedure: To a suspension of PS-isocyanate resin (100 mg) in THF is added TBAF (1M in THF, 0.5 mL) and the mixture is stirred at RT for 2 h. The resin is filtered off and the TBAF solution is added to a solution of 4-{3-benzyloxy-4-[1,1,4-trioxo-5-(2-trimethylsilanylethyl)-1,2,5-thiadiazolidin-2-yl]-phenyl}-3,3-dimethylbutyronitrile (25 mg, 0.047 mmol) in THF (5 mL). The mixture is stirred at RT for 18 h then is diluted with 1N HCl and extracted with EtOAc. The organic layer is washed with brine, dried ov... Starting materials: C(C1=CC=CC=C1)N[C@@H]1[C@@H](CN(CC1)C(=O)OC(C)(C)C)F (Tert-butyl (3R,4S)-4-benzylamino-3-fluoro-piperidine-1-carboxylate). Reagents/catalysts: [OH-].[OH-].[Pd+2] (Pd(OH)2). The solvent is C1CCOC1 (THF). The product is N[C@@H]1[C@@H](CN(CC1)C(=O)OC(C)(C)C)F (tert-butyl (3R,4S)-4-amino-3-fluoro-piperidine-1-carboxylate). RXN SMILES: C([NH:8][C@H:9]1[CH2:14][CH2:13][N:12]([C:15]([O:17][C:18]([CH3:21])([CH3:20])[CH3:19])=[O:16])[CH2:11][C@H:10]1[F:22])C1C=CC=CC=1>C1COCC1.[OH-].[OH-].[Pd+2]>[NH2:8][C@H:9]1[CH2:14][CH2:13][N:12]([C:15]([O:17][C:18]([CH3:20])([CH3:19])[CH3:21])=[O:16])[CH2:11][C@H:10]1[F:22] |f:2.3.4|. Procedure: Tert-butyl (3R,4S)-4-benzylamino-3-fluoro-piperidine-1-carboxylate (2.13 g) is suspended in THF and mixed with a spatula tip of Pd(OH)2 and hydrogenated under H2 pressure (7 bar). For working up the catalyst is filtered off and the solvent is eliminated in vacuo and the residue is used in the next step without any further purification. Procedure: The title compound, m.p. 200-203° C. and MS: m/e=362.2 (M+H+) was prepared in accordance with the general method of example 4 from (RS)-8-indan-1-yl-1-phenyl-1,3,8-triaza-spiro[4.5]decan-4-one hydrochloride (1:1) and methyl iodide. RXN SMILES: [ClH:1].[CH:2]1([N:11]2[CH2:27][CH2:26][C:14]3([N:18]([C:19]4[CH:24]=[CH:23][CH:22]=[CH:21][CH:20]=4)[CH2:17][NH:16][C:15]3=[O:25])[CH2:13][CH2:12]2)[C:10]2[C:5](=[CH:6][CH:7]=[CH:8][CH:9]=2)[CH2:4][CH2:3]1.[CH3:28]I>>[ClH:1].[CH:2]1([N:11]2[CH2:27][CH2:26][C:14]3([N:18]([C:19]4[CH:20]=[CH:21][CH:22]=[CH:23][CH:24]=4)[CH2:17][N:16]([CH3:28])[C:15]3=[O:25])[CH2:13][CH2:12]2)[C:10]2[C:5](=[CH:6][CH:7]=[CH:8][CH:9]=2)[CH2:4][CH2:3]1 |f:0.1,3.4|. Yields the product Cl.C1(CCC2=CC=CC=C12)N1CCC2(C(N(CN2C2=CC=CC=C2)C)=O)CC1 ((RS)-8-Indan-1-yl-3-methyl-1-phenyl-1,3,8-triaza-spiro[4.5]decan-4-one hydrochloride). Reactants: Cl.C1(CCC2=CC=CC=C12)N1CCC2(C(NCN2C2=CC=CC=C2)=O)CC1 ((RS)-8-indan-1-yl-1-phenyl-1,3,8-triaza-spiro[4.5]decan-4-one hydrochloride), CI (methyl iodide). Starting materials: O (Water), CNN (methylhydrazine), O (water), C(C)(=O)C(C#N)C1=C(C=C(C=C1F)OC)F (α-Acetyl-2,6-difluoro-4-methoxybenzeneacetonitrile), C(C)(=O)C(C#N)C1=C(C=C(C=C1F)OC)F (α-Acetyl-2,6-difluoro-4-methoxybenzeneacetonitrile), C(C)(=O)O (acetic acid), C(C)O (ethanol). Run in CO (methanol). Run at temperature 45 celsius. Product: FC1=C(C(=CC(=C1)OC)F)C=1C(=NN(C1N)C)C (4-(2,6-Difluoro-4-methoxyphenyl)-1,3-dimethyl-1H-pyrazole-5-amine). RXN SMILES: [C:1]([CH:4]([C:7]1[C:12]([F:13])=[CH:11]C(OC)=C[C:8]=1[F:16])[C:5]#[N:6])(=O)[CH3:2].[C:17]([OH:20])(=O)[CH3:18].[CH3:21][NH:22][NH2:23].O.[CH2:25](O)C>CO>[F:16][C:8]1[CH:18]=[C:17]([O:20][CH3:25])[CH:11]=[C:12]([F:13])[C:7]=1[C:4]1[C:1]([CH3:2])=[N:23][N:22]([CH3:21])[C:5]=1[NH2:6]. Procedure details: α-Acetyl-2,6-difluoro-4-methoxybenzeneacetonitrile (i.e. the product of Step B) (8.03 g, 35.7 mmol) and acetic acid (5 mL) were stirred in ethanol (35 mL), and methylhydrazine (1.91 mL, 35.7 mmol) was added. The reaction mixture was heated at reflux for 16 h, cooled, and then poured into water (100 mL). The resulting mixture was extracted with ethyl acetate (100 mL). The organic phase was washed with 1 N aqueous NaOH (50 mL) and then brine (50 mL), dried over MgSO4, and concentrated to leave a s... Starting materials: C(CCCCCCC)S (1-octanethiol), C12N(CCN(C2C1)C(=O)OCC1C2=CC=CC=C2C=2C=CC=CC12)C(=O)OC(C)(C)C (tert-Butyl (±)-9H-fluoren-9-ylmethyl 2,5-diazabicyclo[4.1.0]heptane-2,5-dicarboxylate), C1CCC2=NCCCN2CC1 (DBU). Run in CCOCC (Ether). Run at time 4 hour. The product is C12N(CCNC2C1)C(=O)OC(C)(C)C (tert-butyl (±)-2,5-diazabicyclo[4.1.0]heptane-2-carboxylate). Reaction SMILES: [CH:1]12[CH2:7][CH:6]1[N:5](C(OCC1C3C=CC=CC=3C3C1=CC=CC=3)=O)[CH2:4][CH2:3][N:2]2[C:25]([O:27][C:28]([CH3:31])([CH3:30])[CH3:29])=[O:26].C(S)CCCCCCC.C1CCN2C(=NCCC2)CC1>CCOCC>[CH:1]12[CH2:7][CH:6]1[NH:5][CH2:4][CH2:3][N:2]2[C:25]([O:27][C:28]([CH3:31])([CH3:30])[CH3:29])=[O:26]. Reported procedure: tert-Butyl (±)-9H-fluoren-9-ylmethyl 2,5-diazabicyclo[4.1.0]heptane-2,5-dicarboxylate (1.05 g, 2.50 mmol) was dissolved in Ether (25 mL) and was treated with 1-octanethiol (3.65 g, 24.97 mmol) at room temperature for 10 minutes. Then DBU (0.151 mL, 0.999 mmol) was added. Let mixture stir for 4 hours. Then solvent and extra 1-Octanethiol was removed under reduced pressure. And residue was put on 40 gram silica gel column and eluted on ISCO (0-15% MeOH/EtOAc). Removing solvent gave the title compo...